Dataset: the Open Reaction Database (ORD), a public repository of structured organic reaction records. Task: describe an organic reaction: reactants, conditions, products, and yield Reactants: ClC=1C2=C(N(C(C1)=O)C)N(N=C2)C2=CC(=CC=C2)F (4-chloro-1-(3-fluorophenyl)-7-methyl-1H-pyrazolo[3,4-b]pyridin-6(7H)-one), C1(CCCCC1)P(C1=C(C=CC=C1)C1=C(C=CC=C1)N(C)C)C1CCCCC1 (2-dicyclohexylphosphino-2′-(N,N-dimethylamino)biphenyl), NC=1C=C(C(=O)NC2CC2)C=CC1C (3-amino-N-cyclopropyl-4-methylbenzamide), [Li+].C[Si](C)(C)[N-][Si](C)(C)C (LiHMDS), [Cl-].[NH4+] (ammonium chloride). Reagents/catalysts: C=1C=CC(=CC1)/C=C/C(=O)/C=C/C2=CC=CC=C2.C=1C=CC(=CC1)/C=C/C(=O)/C=C/C2=CC=CC=C2.C=1C=CC(=CC1)/C=C/C(=O)/C=C/C2=CC=CC=C2.[Pd].[Pd] (tris(dibenzylideneacetone)dipalladium). Solvent: C1CCOC1 (THF). Reaction conditions: time 1 hour. Product: C1(CC1)NC(C1=CC(=C(C=C1)C)NC=1C2=C(N(C(C1)=O)C)N(N=C2)C2=CC(=CC=C2)F)=O (N-Cyclopropyl-3-(1-(3-fluorophenyl)-7-methyl-6-oxo-6,7-dihydro-1H-pyrazolo[3,4-b]pyridin-4-ylamino)-4-methylbenzamide). As a reaction SMILES: Cl[C:2]1[C:3]2[CH:12]=[N:11][N:10]([C:13]3[CH:18]=[CH:17][CH:16]=[C:15]([F:19])[CH:14]=3)[C:4]=2[N:5]([CH3:9])[C:6](=[O:8])[CH:7]=1.C1(P(C2CCCCC2)C2C=CC=CC=2C2C=CC=CC=2N(C)C)CCCCC1.[NH2:48][C:49]1[CH:50]=[C:51]([CH:58]=[CH:59][C:60]=1[CH3:61])[C:52]([NH:54][CH:55]1[CH2:57][CH2:56]1)=[O:53].[Li+].C[Si]([N-][Si](C)(C)C)(C)C.[Cl-].[NH4+]>C1COCC1.C1C=CC(/C=C/C(/C=C/C2C=CC=CC=2)=O)=CC=1.C1C=CC(/C=C/C(/C=C/C2C=CC=CC=2)=O)=CC=1.C1C=CC(/C=C/C(/C=C/C2C=CC=CC=2)=O)=CC=1.[Pd].[Pd]>[CH:55]1([NH:54][C:52](=[O:53])[C:51]2[CH:58]=[CH:59][C:60]([CH3:61])=[C:49]([NH:48][C:2]3[C:3]4[CH:12]=[N:11][N:10]([C:13]5[CH:18]=[CH:17][CH:16]=[C:15]([F:19])[CH:14]=5)[C:4]=4[N:5]([CH3:9])[C:6](=[O:8])[CH:7]=3)[CH:50]=2)[CH2:56][CH2:57]1 |f:3.4,5.6,8.9.10.11.12|. Procedure: In a glass tube, a mixture of 4-chloro-1-(3-fluorophenyl)-7-methyl-1H-pyrazolo[3,4-b]pyridin-6(7H)-one (76 mg, 0.27 mmol), tris(dibenzylideneacetone)dipalladium (0) (12 mg), 2-dicyclohexylphosphino-2′-(N,N-dimethylamino)biphenyl (Dave-Phos, 12 mg), 3-amino-N-cyclopropyl-4-methylbenzamide (78 mg, 0.41 mmol) in THF (2 mL) was de-gassed slightly under reduced pressure or a vacuum. LiHMDS (0.82 mL of 1.0 M in THF solution, 821 mmol) was added slowly. The glass tube was sealed and placed in an oil ba... The reactants are [H-].[Na+] (NaH), O[C@H]1C[C@H]([C@H]2[C@@H]1OC(O2)(C)C)NC(OC(C)(C)C)=O (tert-butyl ((3aS,4R,6S,6aR)-6-hydroxy-2,2-dimethyltetrahydro-3aH-cyclopenta[d]-[1,3]dioxol-4-yl)carbamate), CC1=CC=C(C=C1)S(=O)(=O)OCCOCC1=CC=CC=C1 (2-(benzyloxy)ethyl 4-methylbenzenesulfonate). The solvent is CN(C)C=O (DMF). Reaction conditions: temperature 0 celsius, time 30 minute. The product is C(C1=CC=CC=C1)OCCO[C@H]1C[C@H]([C@H]2[C@@H]1OC(O2)(C)C)NC(OC(C)(C)C)=O (tert-Butyl ((3aS,4R,6S,6aR)-6-(2-(benzyloxy)ethoxy)-2,2-dimethyl-tetrahydro-3aH-cyclopenta[d][1,3]dioxol-4-yl)carbamate). Reaction SMILES: [OH:1][C@@H:2]1[C@H:6]2[O:7][C:8]([CH3:11])([CH3:10])[O:9][C@H:5]2[C@H:4]([NH:12][C:13](=[O:19])[O:14][C:15]([CH3:18])([CH3:17])[CH3:16])[CH2:3]1.[H-].[Na+].CC1C=CC(S(O[CH2:33][CH2:34][O:35][CH2:36][C:37]2[CH:42]=[CH:41][CH:40]=[CH:39][CH:38]=2)(=O)=O)=CC=1>CN(C=O)C>[CH2:36]([O:35][CH2:34][CH2:33][O:1][C@@H:2]1[C@H:6]2[O:7][C:8]([CH3:10])([CH3:11])[O:9][C@H:5]2[C@H:4]([NH:12][C:13](=[O:19])[O:14][C:15]([CH3:18])([CH3:17])[CH3:16])[CH2:3]1)[C:37]1[CH:42]=[CH:41][CH:40]=[CH:39][CH:38]=1 |f:1.2|. Reported procedure: A solution of tert-butyl ((3aS,4R,6S,6aR)-6-hydroxy-2,2-dimethyltetrahydro-3aH-cyclopenta[d]-[1,3]dioxol-4-yl)carbamate (3.0 g, 10.8 mmol) in dry DMF (30 mL) under nitrogen atmosphere was cooled at 0° C. followed by addition of NaH (60%, 530 mg, 13.0 mmol). After stirring for 30 min at 0° C., 2-(benzyloxy)ethyl 4-methylbenzenesulfonate (3.3 g, 10.8 mmol) was added and the reaction mixture was allowed to warm at room temperature. After stirring for 4 hours, the reaction mixture was quenched with ... The reactants are IC=1N=CN(C1)C1=NC(=CC(=N1)C(F)(F)F)C=1C=NC(=CC1)C(F)(F)F (2-(4-iodo-imidazol-1-yl)-4-trifluoromethyl-6-(6-trifluoromethyl-pyridin-3-yl)-pyrimidine), NC1=NC=C(C=C1)B1OC(C(O1)(C)C)(C)C (2-amino-5-(4,4,5,5-tetramethyl-1,3,2-dioxaborolan-2-yl)pyridine). Product: FC(C1=NC(=NC(=C1)C=1C=NC(=CC1)C(F)(F)F)N1C=NC(=C1)C=1C=CC(=NC1)N)(F)F (5-{1-[4-Trifluoromethyl-6-(6-trifluoromethyl-pyridin-3-yl)-pyrimidin-2-yl]-1H-imidazol-4-yl}-pyridin-2-ylamine), solid. Yield: 7.0%. Reaction SMILES: I[C:2]1[N:3]=[CH:4][N:5]([C:7]2[N:12]=[C:11]([C:13]([F:16])([F:15])[F:14])[CH:10]=[C:9]([C:17]3[CH:18]=[N:19][C:20]([C:23]([F:26])([F:25])[F:24])=[CH:21][CH:22]=3)[N:8]=2)[CH:6]=1.[NH2:27][C:28]1[CH:33]=[CH:32][C:31](B2OC(C)(C)C(C)(C)O2)=[CH:30][N:29]=1>>[F:14][C:13]([F:16])([F:15])[C:11]1[CH:10]=[C:9]([C:17]2[CH:18]=[N:19][C:20]([C:23]([F:26])([F:25])[F:24])=[CH:21][CH:22]=2)[N:8]=[C:7]([N:5]2[CH:6]=[C:2]([C:31]3[CH:32]=[CH:33][C:28]([NH2:27])=[N:29][CH:30]=3)[N:3]=[CH:4]2)[N:12]=1. Reported procedure: The title compound was prepared from 2-(4-iodo-imidazol-1-yl)-4-trifluoromethyl-6-(6-trifluoromethyl-pyridin-3-yl)-pyrimidine (example B.5) (0.485 g, 1.0 mmol) and commercially available 2-amino-5-(4,4,5,5-tetramethyl-1,3,2-dioxaborolan-2-yl)pyridine (0.264 g, 1.2 mmol) according to the general procedure III. Obtained as a yellow solid (0.03 g, 7%). MS (ISP) 452.1 [(M+H)+]; mp 259° C. Starting materials: NC=1SC(=CC1C(=O)N)C1=C(C=C(C=C1F)C(C)(C)O)F (2-amino-5-[2,6-difluoro-4-(1-hydroxy-1-methylethyl)phenyl]thiophene-3-carboxamide), ClC1=CC=C(C(=N1)OC)C(C)(C)O (2-(6-chloro-2-methoxypyridin-3-yl)propan-2-ol). Yields the product FC1=C(C(=CC(=C1)C(C)(C)O)F)C1=CC(=C(S1)NC1=NC(=C(C=C1)C(C)(C)O)OC)C(=O)N (5-[2,6-Difluoro-4-(1-hydroxy-1-methylethyl)phenyl]-2-{[5-(1-hydroxy-1-methylethyl)-6-methoxypyridin-2-yl]amino}thiophene-3-carboxamide). RXN SMILES: [NH2:1][C:2]1[S:3][C:4]([C:10]2[C:15]([F:16])=[CH:14][C:13]([C:17]([OH:20])([CH3:19])[CH3:18])=[CH:12][C:11]=2[F:21])=[CH:5][C:6]=1[C:7]([NH2:9])=[O:8].Cl[C:23]1[N:28]=[C:27]([O:29][CH3:30])[C:26]([C:31]([OH:34])([CH3:33])[CH3:32])=[CH:25][CH:24]=1>>[F:16][C:15]1[CH:14]=[C:13]([C:17]([OH:20])([CH3:18])[CH3:19])[CH:12]=[C:11]([F:21])[C:10]=1[C:4]1[S:3][C:2]([NH:1][C:23]2[CH:24]=[CH:25][C:26]([C:31]([OH:34])([CH3:33])[CH3:32])=[C:27]([O:29][CH3:30])[N:28]=2)=[C:6]([C:7]([NH2:9])=[O:8])[CH:5]=1. Reported procedure: The title compound was prepared as described in Example 1 using 2-amino-5-[2,6-difluoro-4-(1-hydroxy-1-methylethyl)phenyl]thiophene-3-carboxamide (60 mg, 0.19 mmol) and 2-(6-chloro-2-methoxypyridin-3-yl)propan-2-ol (39 mg, 0.19 mmol) as starting materials. Starting materials: [OH-].[K+] (potassium hydroxide), C(C)I (ethyl iodide), COC=1C=C(C=CC1OC)C1=CC(N(C(N1)=O)C)=NC1=C(C=C(C=C1C)C)C (3,4-dihydro-6-(3,4-dimethoxyphenyl)-3-methyl-4-(2,4,6-trimethylphenylimino)-2-(1H)pyrimidone), CC(C)([O-])C.[K+] (potassium tert-butoxide), C(C)I (ethyl iodide), ice water. The solvent is CN(C=O)C (N,N-dimethylformamide). Run at time 2.5 hour. Product: COC=1C=C(C=CC1OC)C1=CC(N(C(=N1)OCC)C)=NC1=C(C=C(C=C1C)C)C (3,4-dihydro-6-(3,4-dimethoxyphenyl)-2-ethoxy-3-methyl-4-(2,4,6-trimethylphenylimino)pyrimidine). RXN SMILES: [CH3:1][O:2][C:3]1[CH:4]=[C:5]([C:11]2[NH:16][C:15](=[O:17])[N:14]([CH3:18])[C:13](=[N:19][C:20]3[C:25]([CH3:26])=[CH:24][C:23]([CH3:27])=[CH:22][C:21]=3[CH3:28])[CH:12]=2)[CH:6]=[CH:7][C:8]=1[O:9][CH3:10].[OH-].[K+].[CH2:31](I)[CH3:32].CC(C)([O-])C.[K+]>CN(C)C=O>[CH3:1][O:2][C:3]1[CH:4]=[C:5]([C:11]2[N:16]=[C:15]([O:17][CH2:31][CH3:32])[N:14]([CH3:18])[C:13](=[N:19][C:20]3[C:25]([CH3:26])=[CH:24][C:23]([CH3:27])=[CH:22][C:21]=3[CH3:28])[CH:12]=2)[CH:6]=[CH:7][C:8]=1[O:9][CH3:10] |f:1.2,4.5|. Procedure: To a suspension of 3,4-dihydro-6-(3,4-dimethoxyphenyl)-3-methyl-4-(2,4,6-trimethylphenylimino)-2-(1H)pyrimidone (14.2 g) in N,N-dimethylformamide (1.42 ml) were added potassium hydroxide (5.5 g) and ethyl iodide (6.0 ml) and the mixture was stirred at ambient temperature for 2.5 hours. To the reaction mixture were added additional potassium tert-butoxide (5.0 g) and ethyl iodide (3.0 ml) and the mixture was stirred at ambient temperature for more 2 hours. The mixture was poured into ice-water (1... Reactants: Nc1ccc(S(=O)(=O)c2cc(Br)nc(N3CCCC3)c2)cc1, O=C([O-])[O-], C=C[Sn](CCCC)(CCCC)CCCC, [Na+], [Na+], C1COCCO1, c1ccc(P(c2ccccc2)(c2ccccc2)[Pd](P(c2ccccc2)(c2ccccc2)c2ccccc2)(P(c2ccccc2)(c2ccccc2)c2ccccc2)P(c2ccccc2)(c2ccccc2)c2ccccc2)cc1. Product: C=Cc1cc(S(=O)(=O)c2ccc(N)cc2)cc(N2CCCC2)n1. As a reaction SMILES: [Br:1][c:2]1[n:3][c:4]([N:18]2[CH2:19][CH2:20][CH2:21][CH2:22]2)[cH:5][c:6]([S:8](=[O:9])(=[O:10])[c:11]2[cH:12][cH:13][c:14]([NH2:17])[cH:15][cH:16]2)[cH:7]1.[C:44](=[O:45])([O-:46])[O-:47].[CH:23](=[CH2:24])[Sn:25]([CH2:26][CH2:27][CH2:28][CH3:29])([CH2:30][CH2:31][CH2:32][CH3:33])[CH2:34][CH2:35][CH2:36][CH3:37].[Na+:48].[Na+:49].[O:38]1[CH2:39][CH2:40][O:41][CH2:42][CH2:43]1.[cH:50]1[cH:51][cH:52][c:53]([P:54]([Pd:55]([P:56]([c:57]2[cH:58][cH:59][cH:60][cH:61][cH:62]2)([c:63]2[cH:64][cH:65][cH:66][cH:67][cH:68]2)[c:69]2[cH:70][cH:71][cH:72][cH:73][cH:74]2)([P:75]([c:76]2[cH:77][cH:78][cH:79][cH:80][cH:81]2)([c:82]2[cH:83][cH:84][cH:85][cH:86][cH:87]2)[c:88]2[cH:89][cH:90][cH:91][cH:92][cH:93]2)[P:94]([c:95]2[cH:96][cH:97][cH:98][cH:99][cH:100]2)([c:101]2[cH:102][cH:103][cH:104][cH:105][cH:106]2)[c:107]2[cH:108][cH:109][cH:110][cH:111][cH:112]2)([c:113]2[cH:114][cH:115][cH:116][cH:117][cH:118]2)[c:119]2[cH:120][cH:121][cH:122][cH:123][cH:124]2)[cH:125][cH:126]1>>[c:2]1([CH:23]=[CH2:24])[n:3][c:4]([N:18]2[CH2:19][CH2:20][CH2:21][CH2:22]2)[cH:5][c:6]([S:8](=[O:9])(=[O:10])[c:11]2[cH:12][cH:13][c:14]([NH2:17])[cH:15][cH:16]2)[cH:7]1. Starting materials: O.CC(C)(C(C)(O)C)O (2,3-dimethylbutane-2,3-diol hydrate). Run in CC(C(C)(C)C)=O (pinacolone). Product: CC(C)(C(C)(O)C)O (2,3-dimethylbutane-2,3-diol), O.CC(C)(C(C)(O)C)O (2,3-dimethylbutane-2,3-diol hydrate). As a reaction SMILES: [OH2:1].[CH3:2][C:3]([OH:9])([C:5]([CH3:8])([OH:7])[CH3:6])[CH3:4]>CC(=O)C(C)(C)C>[CH3:2][C:3]([OH:9])([C:5]([CH3:8])([OH:7])[CH3:6])[CH3:4].[OH2:1].[CH3:2][C:3]([OH:9])([C:5]([CH3:8])([OH:7])[CH3:6])[CH3:4] |f:0.1,4.5|. Reported procedure: The 2,3-dimethylbutane-2,3-diol hydrate thus obtained can already be used as such for many purposes, for example for the rearrangement in pinacolone (see, for example, Rompps Chemie Lexikon, Stuttgart 1974, page 2702). If desired, 2,3-dimethylbutane-2,3-diol can be obtained from the 2,3-dimethylbutane-2,3-diol hydrate by separating off water. Separating off the water of hydration can be effected, for example, by azeotropic dehydration. Reactants: Cn1c(N2CCNCC2)nc2ccccc21, O=C(NCc1ccc(F)cc1)C1(CCCCBr)c2ccccc2-c2ccccc21. Product: Cn1c(N2CCN(CCCCC3(C(=O)NCc4ccc(F)cc4)c4ccccc4-c4ccccc43)CC2)nc2ccccc21. As a reaction SMILES: [CH3:30][n:31]1[c:32]([N:40]2[CH2:41][CH2:42][NH:43][CH2:44][CH2:45]2)[n:33][c:34]2[c:35]1[cH:36][cH:37][cH:38][cH:39]2.[F:1][c:2]1[cH:3][cH:4][c:5]([CH2:6][NH:7][C:8](=[O:9])[C:10]2([CH2:23][CH2:24][CH2:25][CH2:26][Br:27])[c:11]3[cH:12][cH:13][cH:14][cH:15][c:16]3-[c:17]3[cH:18][cH:19][cH:20][cH:21][c:22]32)[cH:28][cH:29]1>>[F:1][c:2]1[cH:3][cH:4][c:5]([CH2:6][NH:7][C:8](=[O:9])[C:10]2([CH2:23][CH2:24][CH2:25][CH2:26][N:43]3[CH2:42][CH2:41][N:40]([c:32]4[n:31]([CH3:30])[c:35]5[c:34]([n:33]4)[cH:39][cH:38][cH:37][cH:36]5)[CH2:45][CH2:44]3)[c:11]3[cH:12][cH:13][cH:14][cH:15][c:16]3-[c:17]3[cH:18][cH:19][cH:20][cH:21][c:22]32)[cH:28][cH:29]1.